Dataset: the Open Reaction Database (ORD), a public repository of structured organic reaction records. Task: describe an organic reaction: reactants, conditions, products, and yield Product: CCOC(=O)C(C)OCc1ccc(F)cc1. The reactants are CCOC(=O)C(C)O, CCCC[N+](CCCC)(CCCC)CCCC, Fc1ccc(CBr)cc1, [H-], [I-], [Na+], C1CCOC1, O. As a reaction SMILES: [C:3]([CH:4]([OH:5])[CH3:6])(=[O:7])[O:8][CH2:9][CH3:10].[CH2:26]([N+:27]([CH2:28][CH2:29][CH2:30][CH3:31])([CH2:32][CH2:33][CH2:34][CH3:35])[CH2:36][CH2:37][CH2:38][CH3:39])[CH2:40][CH2:41][CH3:42].[F:11][c:12]1[cH:13][cH:14][c:15]([CH2:16][Br:17])[cH:18][cH:19]1.[H-:1].[I-:25].[Na+:2].[O:20]1[CH2:21][CH2:22][CH2:23][CH2:24]1.[OH2:43]>>[C:3]([CH:4]([O:5][CH2:16][c:15]1[cH:14][cH:13][c:12]([F:11])[cH:19][cH:18]1)[CH3:6])(=[O:7])[O:8][CH2:9][CH3:10]. The reactants are BrC(CN1C(=C(C2=CC=C(C=C12)C(=O)OC)C1CCCCC1)C1=C(C=CC=C1)C=C)=C (methyl 1-(2-bromoallyl)-3-cyclohexyl-2-(2-vinylphenyl)-1H-indole-6-carboxylate), O1C=C(C=C1)B(O)O (3-furylboronic acid), [Li+].[Cl-] (LiCl), C([O-])([O-])=O.[Na+].[Na+] (sodium carbonate). The reagents and catalysts are C=1C=CC(=CC1)[P](C=2C=CC=CC2)(C=3C=CC=CC3)[Pd]([P](C=4C=CC=CC4)(C=5C=CC=CC5)C=6C=CC=CC6)([P](C=7C=CC=CC7)(C=8C=CC=CC8)C=9C=CC=CC9)[P](C=1C=CC=CC1)(C=1C=CC=CC1)C=1C=CC=CC1 (Tetrakis(triphenylphosphine)palladium). Run in C(C)O (ethanol), C1(=CC=CC=C1)C (toluene). The product is C1(CCCCC1)C1=C(N(C2=CC(=CC=C12)C(=O)OC)C1=COC=C1)C1=C(C=CC=C1)C=C (methyl 3-cyclohexyl-1-(furan-3-yl)-2-(2-vinylphenyl)-1H-indole-6-carboxylate). Yield: 40.6%. As a reaction SMILES: BrC(=C)C[N:4]1[C:12]2[C:7](=[CH:8][CH:9]=[C:10]([C:13]([O:15][CH3:16])=[O:14])[CH:11]=2)[C:6]([CH:17]2[CH2:22][CH2:21][CH2:20][CH2:19][CH2:18]2)=[C:5]1[C:23]1[CH:28]=[CH:27][CH:26]=[CH:25][C:24]=1[CH:29]=[CH2:30].[O:32]1[CH:36]=[CH:35][C:34](B(O)O)=[CH:33]1.[Li+].[Cl-].C(=O)([O-])[O-].[Na+].[Na+]>C(O)C.C1(C)C=CC=CC=1.C1C=CC([P]([Pd]([P](C2C=CC=CC=2)(C2C=CC=CC=2)C2C=CC=CC=2)([P](C2C=CC=CC=2)(C2C=CC=CC=2)C2C=CC=CC=2)[P](C2C=CC=CC=2)(C2C=CC=CC=2)C2C=CC=CC=2)(C2C=CC=CC=2)C2C=CC=CC=2)=CC=1>[CH:17]1([C:6]2[C:7]3[C:12](=[CH:11][C:10]([C:13]([O:15][CH3:16])=[O:14])=[CH:9][CH:8]=3)[N:4]([C:34]3[CH:35]=[CH:36][O:32][CH:33]=3)[C:5]=2[C:23]2[CH:28]=[CH:27][CH:26]=[CH:25][C:24]=2[CH:29]=[CH2:30])[CH2:22][CH2:21][CH2:20][CH2:19][CH2:18]1 |f:2.3,4.5.6,^1:61,63,82,101|. Procedure: Step 1: Sodium hydride (44 mg of 95%, 1.74 mmol) was added to an ice cold solution of methyl 3-cyclohexyl-2-(2-vinylphenyl) 1H-indole-6-carboxylate (0.500 mg, 1.34 mmol) in THF (6 mL). When the evolution of hydrogen subsided, 2,3-dibromoprop-1-ene (402 mg, 2.01 mmol) was added in a single portion. Stirring was continued at 0° C. for 2 hr and then at 22° C. for 24 hr. The solution was concentrated and the residue chromatographed on SiO2 with petroleum ether-ethyl acetate (10:1 H using the flash t... Starting materials: CC(CC=O)(C)C1=NN=C(S1)NC(C(CCC)NC(CC1=CC(=CC(=C1)F)F)=O)=O (2-(2-(3,5-difluoro-phenyl)-acetylamino]-pentanoic acid [5-(1,1-dimethyl-3-oxo-propyl)-[1,3,4]thiadiazol-2-yl]-amide), C(C)(C)N (isopropylamine), C(C)(=O)O[BH-](OC(C)=O)OC(C)=O.[Na+] (sodium triacetoxyborohydride). The solvent is ClC(C)Cl (dichloroethane), C(Cl)Cl (methylene chloride). Reaction conditions: time 10 minute. Yields the product C(C)(C)NCCC(C)(C)C1=NN=C(S1)NC(C(CCC)NC(CC1=CC(=CC(=C1)F)F)=O)=O (2-[2-(3,5-Difluoro-phenyl)-acetylamino]-pentanoic acid [5-(3-isopropylamino-1,1-dimethyl-propyl)-[1,3,4]thiadiazol-2-yl]-amide). RXN SMILES: [CH3:1][C:2]([C:7]1[S:11][C:10]([NH:12][C:13](=[O:30])[CH:14]([NH:18][C:19](=[O:29])[CH2:20][C:21]2[CH:26]=[C:25]([F:27])[CH:24]=[C:23]([F:28])[CH:22]=2)[CH2:15][CH2:16][CH3:17])=[N:9][N:8]=1)([CH3:6])[CH2:3][CH:4]=O.[CH:31]([NH2:34])([CH3:33])[CH3:32].C(O[BH-](OC(=O)C)OC(=O)C)(=O)C.[Na+]>ClC(Cl)C.C(Cl)Cl>[CH:31]([NH:34][CH2:4][CH2:3][C:2]([C:7]1[S:11][C:10]([NH:12][C:13](=[O:30])[CH:14]([NH:18][C:19](=[O:29])[CH2:20][C:21]2[CH:26]=[C:25]([F:27])[CH:24]=[C:23]([F:28])[CH:22]=2)[CH2:15][CH2:16][CH3:17])=[N:9][N:8]=1)([CH3:6])[CH3:1])([CH3:33])[CH3:32] |f:2.3|. Procedure details: A mixture of -[2-(2-(3,5-difluoro-phenyl)-acetylamino]-pentanoic acid [5-(1,1-dimethyl-3-oxo-propyl)-[1,3,4]thiadiazol-2-yl]-amide (88 mg, 0.2 mmol), isopropylamine (0.09 ml) in dichloroethane (1 ml) and methylene chloride (1 ml) was stirred at r.t. for 10 min, sodium triacetoxyborohydride (76 mg) was added and the resulting mixture was stirred at r.t. overnight. The mixture was quenched with water, diluted with sodium hydroxide, and extracted with methylene chloride. The organic layer was separ... The reactants are C1(=CC=CC=C1)[C@H]1[C@@H](C1)C(=O)O ((1R,2R)-2-phenylcyclopropanecarboxylic acid), [N+](=O)(O)[O-] (HNO3). Reaction conditions: temperature 0 celsius, time 3 hour. The product is [N+](=O)([O-])C1=CC=C(C=C1)[C@H]1[C@@H](C1)C(=O)O ((1R,2R)-2-(4-Nitrophenyl)cyclopropanecarboxylic acid). The yield is 78.2%. As a reaction SMILES: [C:1]1([C@@H:7]2[CH2:9][C@H:8]2[C:10]([OH:12])=[O:11])[CH:6]=[CH:5][CH:4]=[CH:3][CH:2]=1.[N+:13]([O-])([OH:15])=[O:14]>>[N+:13]([C:4]1[CH:5]=[CH:6][C:1]([C@@H:7]2[CH2:9][C@H:8]2[C:10]([OH:12])=[O:11])=[CH:2][CH:3]=1)([O-:15])=[O:14]. Reported procedure: To a 1000 mL RB flask fitted with magnetic stirrer was charged with 150 mL of HNO3, cooled to 0° C., was added (1R,2R)-2-phenylcyclopropanecarboxylic acid (15 g, 92.593 mmol) portion wise for half an hour, RM brought to RT and stirred for 3 h. After the completion of reaction, RM was poured into ice cold water, stirred for 30 min and filtered off the product and dried under vacuum. The obtained product was white color solid (15 g, yield: 78.2%). Starting materials: CC[SiH](CC)CC, CCOC(=O)c1cc(C(=O)Cc2ccccc2Br)c[nH]1, O=C(O)C(F)(F)F. Yields the product CCOC(=O)c1cc(CCc2ccccc2Br)c[nH]1. As a reaction SMILES: [CH2:1]([SiH:2]([CH2:3][CH3:4])[CH2:5][CH3:6])[CH3:7].[CH2:8]([CH3:9])[O:10][C:11](=[O:12])[c:13]1[nH:14][cH:15][c:16]([C:18]([CH2:19][c:20]2[c:21]([Br:26])[cH:22][cH:23][cH:24][cH:25]2)=[O:27])[cH:17]1.[OH:28][C:29]([C:30]([F:31])([F:32])[F:33])=[O:34]>>[CH2:8]([CH3:9])[O:10][C:11](=[O:12])[c:13]1[nH:14][cH:15][c:16]([CH2:18][CH2:19][c:20]2[c:21]([Br:26])[cH:22][cH:23][cH:24][cH:25]2)[cH:17]1. Product: Br.ClC1=C(C=CC=C1)SC1CNCCC1 (3-[(2-Chlorophenyl)thio]piperidine Hydrobromide). Procedure: A solution of 51.13 g (0.125 mole) of 3-phenylsulfonic acid ester with 1-[(4-methylbenzene)sulfonyl)-3-piperidinol, 25.2 g (0.175 mole) of o-chlorothiophenol and 58 g of sodium carbonate in dimethylformamide was heated at 100° C. for 19 hr and then was quenched in 1 liter of dilute sodium hydroxide. The mixture was extracted with several portions of methylene chloride. The combined methylene chloride extract was washed with several portions of 1M sodium hydroxide, dried over magnesium sulfate an... Starting materials: 3-phenylsulfonic acid ester, 1-[(4-methylbenzene)sulfonyl)-3-piperidinol, ClC1=C(C=CC=C1)S (o-chlorothiophenol), C([O-])([O-])=O.[Na+].[Na+] (sodium carbonate), S(=O)(=O)(C1=CC=C(C)C=C1)N1CC(CCC1)SC1=C(C=CC=C1)Cl (N-tosyl-3-(o-chlorothiophenoxy)piperidine), C1(=CC=CC=C1)O (phenol), Br (hydrobromic acid). Reaction SMILES: ClC1C=CC=CC=1S.C(=O)([O-])[O-].[Na+].[Na+].S([N:25]1[CH2:30][CH2:29][CH2:28][CH:27]([S:31][C:32]2[CH:37]=[CH:36][CH:35]=[CH:34][C:33]=2[Cl:38])[CH2:26]1)(C1C=CC(C)=CC=1)(=O)=O.C1(O)C=CC=CC=1.[BrH:46]>CN(C)C=O>[BrH:46].[Cl:38][C:33]1[CH:34]=[CH:35][CH:36]=[CH:37][C:32]=1[S:31][CH:27]1[CH2:28][CH2:29][CH2:30][NH:25][CH2:26]1 |f:1.2.3,8.9|. Run in CN(C=O)C (dimethylformamide). Solvent: C1CCOC1 (THF). Yields the product ClC=1C(=C(C(=O)NC)C=CN1)Cl (2,3-Dichloro-N-methyl-isonicotinamide). Run at temperature -78 celsius, time 1 hour. Procedure: 2-Chloro-N-methyl-isonicotinamide (12-2, 1.19 g, 6.98 mmol) was dissolved in 20 mL anhydrous THF and the solution was cooled to −78° C. LDA (2M, 7.33 mL, 14.7 mmol) was added dropwise and the reaction turns orange. After 15 min NCS (1.02 g, 7.67 mmol) was added and the reaction was allowed to warm to RT. After 1 h at RT HPLC shows ˜3:1 starting material/product. The reaction was quenched with water, extracted 3× w/ EtOAc, and the organic phases were dried over Na2SO4, filtered, and concentrated.... Reaction SMILES: [Cl:1][C:2]1[CH:3]=[C:4]([CH:9]=[CH:10][N:11]=1)[C:5]([NH:7][CH3:8])=[O:6].[Li+].CC([N-]C(C)C)C.C1C(=O)N([Cl:27])C(=O)C1>C1COCC1>[Cl:1][C:2]1[C:3]([Cl:27])=[C:4]([CH:9]=[CH:10][N:11]=1)[C:5]([NH:7][CH3:8])=[O:6] |f:1.2|. Starting materials: [Li+].CC(C)[N-]C(C)C (LDA), ClC=1C=C(C(=O)NC)C=CN1 (2-Chloro-N-methyl-isonicotinamide), C1CC(=O)N(C1=O)Cl (NCS).